The task is: describe an organic reaction: reactants, conditions, products, and yield. This data is from the Open Reaction Database (ORD), a public repository of structured organic reaction records. Starting materials: ClC1=NC=CC=C1 (2-chloropyridine), CNN (methylhydrazine). Solvent: COCCO (2-methoxyethanol). Yields the product CN(N)C1=NC=CC=C1 (N-methyl-N-(2-pyridyl)hydrazine). Reaction SMILES: Cl[C:2]1[CH:7]=[CH:6][CH:5]=[CH:4][N:3]=1.[CH3:8][NH:9][NH2:10]>COCCO>[CH3:8][N:9]([C:2]1[CH:7]=[CH:6][CH:5]=[CH:4][N:3]=1)[NH2:10]. Procedure: is obtained by boiling an admixture of 2-chloropyridine and methylhydrazine in 2-methoxyethanol under reflux. The reactants are CCO, NN, O, CCOC(=O)c1ccoc1. Yields the product NNC(=O)c1ccoc1. RXN SMILES: [CH3:14][CH2:15][OH:16].[NH2:12][NH2:13].[OH2:11].[o:1]1[cH:2][c:3]([C:6]([O:8][CH2:7][CH3:9])=[O:10])[cH:4][cH:5]1>>[o:1]1[cH:2][c:3]([C:6](=[O:8])[NH:12][NH2:13])[cH:4][cH:5]1.